Dataset: the Open Reaction Database (ORD), a public repository of structured organic reaction records. Task: describe an organic reaction: reactants, conditions, products, and yield Yields the product CCN(CC)CCOc1ccc(NC(=O)C#Cc2ccc(C(F)(F)F)cc2Cl)cc1Br. RXN SMILES: [Br:17][c:18]1[cH:19][c:20]([NH2:32])[cH:21][cH:22][c:23]1[O:24][CH2:25][CH2:26][N:27]([CH2:28][CH3:29])[CH2:30][CH3:31].[CH3:33][OH:34].[Cl:1][c:2]1[c:3]([C:12]#[C:13][C:14](=[O:15])[OH:16])[cH:4][cH:5][c:6]([C:8]([F:9])([F:10])[F:11])[cH:7]1.[Cl:35][CH2:36][Cl:37]>>[Cl:1][c:2]1[c:3]([C:12]#[C:13][C:14](=[O:16])[NH:32][c:20]2[cH:19][c:18]([Br:17])[c:23]([O:24][CH2:25][CH2:26][N:27]([CH2:28][CH3:29])[CH2:30][CH3:31])[cH:22][cH:21]2)[cH:4][cH:5][c:6]([C:8]([F:9])([F:10])[F:11])[cH:7]1. Reactants: CCN(CC)CCOc1ccc(N)cc1Br, CO, O=C(O)C#Cc1ccc(C(F)(F)F)cc1Cl, ClCCl. Reactants: NC1C(N(C2=C(CC1)C=CC=C2)CC(=O)OC(C)(C)C)=O (tert-butyl 3-amino-2-oxo-2,3,4,5-tetrahydro-1H-1-benzazepine-1-acetate), C(C1=CC=CC=C1)OC(=O)N1CCC(CC1)CCCCC(C(=O)OCC)OS(=O)(=O)C (ethyl 6-(1-benzyloxycarbonyl-4-piperidyl)-2-methanesulfonyloxyhexanoate). The solvent is C(C)(=O)OCC (ethyl acetate). Conditions: temperature 90 celsius. Yields the product C(C1=CC=CC=C1)OC(=O)N1CCC(CC1)CCCCC(C(=O)OCC)NC1C(N(C2=C(CC1)C=CC=C2)CC(=O)OC(C)(C)C)=O (tert-butyl 3(RS)-[5-(1-benzyloxycarbonyl-4-piperidyl)-1(SR)-ethoxycarbonylpentyl]amino-2-oxo-2,3,4,5-tetrahydro-1H-1-benzazepine-1-acetate). The yield is 51.0%. Reaction SMILES: [NH2:1][CH:2]1[CH2:8][CH2:7][C:6]2[CH:9]=[CH:10][CH:11]=[CH:12][C:5]=2[N:4]([CH2:13][C:14]([O:16][C:17]([CH3:20])([CH3:19])[CH3:18])=[O:15])[C:3]1=[O:21].[CH2:22]([O:29][C:30]([N:32]1[CH2:37][CH2:36][CH:35]([CH2:38][CH2:39][CH2:40][CH2:41][CH:42](OS(C)(=O)=O)[C:43]([O:45][CH2:46][CH3:47])=[O:44])[CH2:34][CH2:33]1)=[O:31])[C:23]1[CH:28]=[CH:27][CH:26]=[CH:25][CH:24]=1>C(OCC)(=O)C>[CH2:22]([O:29][C:30]([N:32]1[CH2:33][CH2:34][CH:35]([CH2:38][CH2:39][CH2:40][CH2:41][CH:42]([NH:1][CH:2]2[CH2:8][CH2:7][C:6]3[CH:9]=[CH:10][CH:11]=[CH:12][C:5]=3[N:4]([CH2:13][C:14]([O:16][C:17]([CH3:18])([CH3:20])[CH3:19])=[O:15])[C:3]2=[O:21])[C:43]([O:45][CH2:46][CH3:47])=[O:44])[CH2:36][CH2:37]1)=[O:31])[C:23]1[CH:24]=[CH:25][CH:26]=[CH:27][CH:28]=1. Procedure details: A mixture of 1.75 g of tert-butyl 3-amino-2-oxo-2,3,4,5-tetrahydro-1H-1-benzazepine-1-acetate and 1.1 g of ethyl 6-(1-benzyloxycarbonyl-4-piperidyl)-2-methanesulfonyloxyhexanoate is heated at 90° C. for 24 hours. After cooling, the reaction solution is diluted with 200 ml of ethyl acetate, and the resulting solution is washed with 30 ml of 5% aqueous phosphoric acid and water, successively, and dried over anhydrous magnesium sulfate. After the solvent is distilled off under reduced pressure, the...